This data is from the Open Reaction Database (ORD), a public repository of structured organic reaction records. The task is: describe an organic reaction: reactants, conditions, products, and yield Starting materials: FC1=CC=C(C=C1)N(CC1=CC2=C(NC(=N2)[C@H]2NCCC2)C=C1)CC1=CC=C(C=C1)NC(=O)[C@@H]1N(CCC1)C(=O)OCC1C2=CC=CC=C2C=2C=CC=CC12 ((R)-(9H-fluoren-9-yl)methyl 2-(4-(((4-fluorophenyl)((2-((S)-pyrrolidin-2-yl)-1H-benzo[d]imidazol-5-yl)methyl)amino)methyl)phenylcarbamoyl)pyrrolidine-1-carboxylate), OC([C@@H](C(=O)O)NC(=O)OC)(C)C ((S)-3-hydroxy-2-(methoxycarbonylamino)-3-methylbutanoic acid). Yields the product FC1=CC=C(C=C1)N(CC1=CC2=C(NC(=N2)[C@H]2N(CCC2)C([C@H](C(C)(C)O)NC(=O)OC)=O)C=C1)CC1=CC=C(C=C1)NC(=O)[C@@H]1N(CCC1)C(=O)OCC1C2=CC=CC=C2C=2C=CC=CC12 ((R)-(9H-fluoren-9-yl)methyl 2-(4-(((4-fluorophenyl)((2-((S)-1-((S)-3-hydroxy-2-(methoxycarbonylamino)-3-methylbutanoyl)pyrrolidin-2-yl)-1H-benzo[d]imidazol-5-yl)methyl)amino)methyl)phenylcarbamoyl)pyrrolidine-1-carboxylate). The yield is 101.3%. RXN SMILES: [F:1][C:2]1[CH:7]=[CH:6][C:5]([N:8]([CH2:24][C:25]2[CH:30]=[CH:29][C:28]([NH:31][C:32]([C@H:34]3[CH2:38][CH2:37][CH2:36][N:35]3[C:39]([O:41][CH2:42][CH:43]3[C:55]4[CH:54]=[CH:53][CH:52]=[CH:51][C:50]=4[C:49]4[C:44]3=[CH:45][CH:46]=[CH:47][CH:48]=4)=[O:40])=[O:33])=[CH:27][CH:26]=2)[CH2:9][C:10]2[CH:23]=[CH:22][C:13]3[NH:14][C:15]([C@@H:17]4[CH2:21][CH2:20][CH2:19][NH:18]4)=[N:16][C:12]=3[CH:11]=2)=[CH:4][CH:3]=1.[OH:56][C:57]([CH3:68])([CH3:67])[C@H:58]([NH:62][C:63]([O:65][CH3:66])=[O:64])[C:59](O)=[O:60]>>[F:1][C:2]1[CH:7]=[CH:6][C:5]([N:8]([CH2:24][C:25]2[CH:26]=[CH:27][C:28]([NH:31][C:32]([C@H:34]3[CH2:38][CH2:37][CH2:36][N:35]3[C:39]([O:41][CH2:42][CH:43]3[C:44]4[CH:45]=[CH:46][CH:47]=[CH:48][C:49]=4[C:50]4[C:55]3=[CH:54][CH:53]=[CH:52][CH:51]=4)=[O:40])=[O:33])=[CH:29][CH:30]=2)[CH2:9][C:10]2[CH:23]=[CH:22][C:13]3[NH:14][C:15]([C@@H:17]4[CH2:21][CH2:20][CH2:19][N:18]4[C:59](=[O:60])[C@@H:58]([NH:62][C:63]([O:65][CH3:66])=[O:64])[C:57]([OH:56])([CH3:68])[CH3:67])=[N:16][C:12]=3[CH:11]=2)=[CH:4][CH:3]=1. Procedure details: The product from Example 99F (0.092 g, 0.125 mmol), (S)-3-hydroxy-2-(methoxycarbonylamino)-3-methylbutanoic acid (0.029 g, 0.15 mmol) was processed as in Example 99E to give 0.115 g (100%) of the title compound. Reactants: FC1=CC(=CC=C1)F (1,3-difluorobenzene), FC1=CC=CC=C1 (Fluorobenzene), FF (Fluorine). Product: FC1=CC=CC=C1 (monofluorobenzene), FC1=C(C=CC=C1)F (difluorobenzene). RXN SMILES: [F:1][C:2]1[CH:7]=[CH:6][CH:5]=[CH:4][CH:3]=1.FF.F[C:11]1[CH:16]=[CH:15][CH:14]=[C:13]([F:17])[CH:12]=1>>[F:1][C:2]1[CH:7]=[CH:6][CH:5]=[CH:4][CH:3]=1.[F:17][C:13]1[CH:14]=[CH:15][CH:16]=[CH:11][C:12]=1[F:1]. Procedure: According to Sams et al, "Molecular Sieve Fluorination of Fluorobenzene Using Elemental Fluorine," J. Org. Chem. 43(11), 2273 (1978), attempts were made to prepare 1,3-difluorobenzene using a molecular sieve fluorination technique. Fluorination of monofluorobenzene resulted in the isolation of various isomers of difluorobenzene in 19% yield; the highest reported yield for the meta isomer was 1.2%. Starting materials: [N+](=O)([O-])C=1C=C(C(=O)Cl)C=CC1 (m-nitrobenzoyl chloride), COC1=CC=C(C=C1)OC (p-dimethoxybenzene), [Cl-].[Al+3].[Cl-].[Cl-] (aluminum chloride). Solvent: C(Cl)Cl (methylene chloride), C(Cl)Cl (methylene chloride). Reaction conditions: time 2 hour. Yields the product COC1=C(C(=O)C2=CC(=CC=C2)[N+](=O)[O-])C=C(C=C1)OC (2,5-Dimethoxy-3'-nitrobenzophenone). As a reaction SMILES: [N+:1]([C:4]1[CH:5]=[C:6]([CH:10]=[CH:11][CH:12]=1)[C:7](Cl)=[O:8])([O-:3])=[O:2].[CH3:13][O:14][C:15]1[CH:20]=[CH:19][C:18]([O:21][CH3:22])=[CH:17][CH:16]=1.[Cl-].[Al+3].[Cl-].[Cl-]>C(Cl)Cl>[CH3:13][O:14][C:15]1[CH:20]=[CH:19][C:18]([O:21][CH3:22])=[CH:17][C:16]=1[C:7]([C:6]1[CH:10]=[CH:11][CH:12]=[C:4]([N+:1]([O-:3])=[O:2])[CH:5]=1)=[O:8] |f:2.3.4.5|. Procedure: In a 3 l-volume three-necked flask were charged 372 g of m-nitrobenzoyl chloride and 280 g of p-dimethoxybenzene, and 1.6 l of methylene chloride were added thereto to form a solution. To the solution were added dropwise 300 g of aluminum chloride over about 1 hour while stirring at room temperature. The reaction mixture slightly generated heat, and the methylene chloride began to reflux. After stirring was continued for about 2 hours, the reaction mixture was allowed to stand overnight. Starting materials: N(=[N+]=[N-])C1C(CN(CC1)C(=O)OC(C)(C)C)O ((±)-tert-butyl 4-azido-3-hydroxypiperidine-1-carboxylate), C(=O)(C(F)(F)F)O (TFA). Solvent: C(Cl)Cl (CH2Cl2). Yields the product C(=O)(C(F)(F)F)O (TFA), N(=[N+]=[N-])C1C(CNCC1)O ((±)-4-azidopiperidin-3-ol). RXN SMILES: [N:1]([CH:4]1[CH2:9][CH2:8][N:7](C(OC(C)(C)C)=O)[CH2:6][CH:5]1[OH:17])=[N+:2]=[N-:3].[C:18]([OH:24])([C:20]([F:23])([F:22])[F:21])=[O:19]>C(Cl)Cl>[C:18]([OH:24])([C:20]([F:23])([F:22])[F:21])=[O:19].[N:1]([CH:4]1[CH2:9][CH2:8][NH:7][CH2:6][CH:5]1[OH:17])=[N+:2]=[N-:3]. Reported procedure: Compound 201B (44 mg, 0.18 mmol) was treated with a mixture of CH2Cl2 and TFA (1:1, 2 mL) for 30 min. The volatiles were removed under reduced pressure and the residue was azeotropically evaporated with heptane-CH2Cl2 three times to give a TFA salt of Compound 201C, which was used immediately in the next reaction without step further purification.